Dataset: the Open Reaction Database (ORD), a public repository of structured organic reaction records. Task: describe an organic reaction: reactants, conditions, products, and yield Starting materials: N#Cc1cc(C(F)(F)F)ncc1Br, Cc1ccccc1N(C)C(=O)c1cc(B2OC(C)(C)C(C)(C)O2)c(Cl)cc1OCCCC(=O)OC(C)(C)C, O=C([O-])[O-], N#N, [Na+], [Na+], C1COCCO1, O, c1ccc(P(c2ccccc2)(c2ccccc2)[Pd](P(c2ccccc2)(c2ccccc2)c2ccccc2)(P(c2ccccc2)(c2ccccc2)c2ccccc2)P(c2ccccc2)(c2ccccc2)c2ccccc2)cc1. Yields the product Cc1ccccc1N(C)C(=O)c1cc(-c2cnc(C(F)(F)F)cc2C#N)c(Cl)cc1OCCCC(=O)OC(C)(C)C. As a reaction SMILES: [Br:39][c:40]1[cH:41][n:42][c:43]([C:48]([F:49])([F:50])[F:51])[cH:44][c:45]1[C:46]#[N:47].[C:1]([CH3:2])([CH3:3])([CH3:4])[O:5][C:6]([CH2:7][CH2:8][CH2:9][O:10][c:11]1[c:12]([C:27]([N:28]([c:29]2[c:30]([CH3:35])[cH:31][cH:32][cH:33][cH:34]2)[CH3:36])=[O:37])[cH:13][c:14]([B:18]2[O:19][C:20]([CH3:21])([CH3:22])[C:23]([CH3:24])([CH3:25])[O:26]2)[c:15]([Cl:17])[cH:16]1)=[O:38].[C:52](=[O:53])([O-:54])[O-:55].[N:58]#[N:59].[Na+:56].[Na+:57].[O:60]1[CH2:61][CH2:62][O:63][CH2:64][CH2:65]1.[OH2:66].[cH:67]1[cH:68][cH:69][c:70]([P:71]([Pd:72]([P:73]([c:74]2[cH:75][cH:76][cH:77][cH:78][cH:79]2)([c:80]2[cH:81][cH:82][cH:83][cH:84][cH:85]2)[c:86]2[cH:87][cH:88][cH:89][cH:90][cH:91]2)([P:92]([c:93]2[cH:94][cH:95][cH:96][cH:97][cH:98]2)([c:99]2[cH:100][cH:101][cH:102][cH:103][cH:104]2)[c:105]2[cH:106][cH:107][cH:108][cH:109][cH:110]2)[P:111]([c:112]2[cH:113][cH:114][cH:115][cH:116][cH:117]2)([c:118]2[cH:119][cH:120][cH:121][cH:122][cH:123]2)[c:124]2[cH:125][cH:126][cH:127][cH:128][cH:129]2)([c:130]2[cH:131][cH:132][cH:133][cH:134][cH:135]2)[c:136]2[cH:137][cH:138][cH:139][cH:140][cH:141]2)[cH:142][cH:143]1>>[C:1]([CH3:2])([CH3:3])([CH3:4])[O:5][C:6]([CH2:7][CH2:8][CH2:9][O:10][c:11]1[c:12]([C:27]([N:28]([c:29]2[c:30]([CH3:35])[cH:31][cH:32][cH:33][cH:34]2)[CH3:36])=[O:37])[cH:13][c:14](-[c:40]2[cH:41][n:42][c:43]([C:48]([F:49])([F:50])[F:51])[cH:44][c:45]2[C:46]#[N:47])[c:15]([Cl:17])[cH:16]1)=[O:38]. As a reaction SMILES: C[O:2][C:3]1[CH:8]=[CH:7][CH:6]=[CH:5][C:4]=1[C:9]1[C:14]2[CH:15]=[C:16]([C:19]#[N:20])[CH:17]=[CH:18][C:13]=2[O:12][C:11]([CH3:22])([CH3:21])[CH:10]=1.C[S-].[Na+].C(OCC)C.O>CN(C)C=O>[OH:2][C:3]1[CH:8]=[CH:7][CH:6]=[CH:5][C:4]=1[C:9]1[C:14]2[CH:15]=[C:16]([C:19]#[N:20])[CH:17]=[CH:18][C:13]=2[O:12][C:11]([CH3:22])([CH3:21])[CH:10]=1 |f:1.2|. The solvent is CN(C=O)C (dimethylformamide). The yield is 21.6%. Yields the product OC1=C(C=CC=C1)C1=CC(OC2=C1C=C(C=C2)C#N)(C)C (4-(2-hydroxyphenyl)-2,2-dimethyl-2H-1-benzopyran-6-carbonitrile). The reactants are COC1=C(C=CC=C1)C1=CC(OC2=C1C=C(C=C2)C#N)(C)C (4-(2-methoxyphenyl)-2,2-dimethyl-2H-1-benzopyran-6-carbonitrile), C[S-].[Na+] (sodium methanethiolate), C(C)OCC (diethyl ether), O (water). Reported procedure: 1.02 g of 4-(2-methoxyphenyl)-2,2-dimethyl-2H-1-benzopyran-6-carbonitrile and 736 mg of sodium methanethiolate were heated at reflux in 10 ml of dimethylformamide under a nitrogen atmosphere for 1.5 hours and then poured into a mixture of diethyl ether and water. The organic phase was separated, dried over sodium sulphate and evaporated. The residue was chromatographed on silica gel using petroleum ether/ethyl acetate (3:1) for the elution. The resulting solid was recrystallized from diethyl eth...